From a dataset of the Open Reaction Database (ORD), a public repository of structured organic reaction records. describe an organic reaction: reactants, conditions, products, and yield Starting materials: CC=1C=CC(=CC1NC=2N=CC=C(N2)C=3C=CC=NC3)C(=O)NC=4C=C(C=C(C4)N5C=C(N=C5)C)C(F)(F)F (Nilotinib), CC(C)(C)OC (MTBE), C(\C=C/C(=O)O)(=O)O (maleic acid). Solvent: CCO (EtOH), CCO (EtOH). Reaction conditions: temperature 80 celsius, time 30 minute. Product: CC=1C=CC(=CC1NC=2N=CC=C(N2)C=3C=CC=NC3)C(=O)NC=4C=C(C=C(C4)N5C=C(N=C5)C)C(F)(F)F.C(\C=C/C(=O)[O-])(=O)[O-] (Nilotinib maleate). RXN SMILES: [CH3:1][C:2]1[CH:3]=[CH:4][C:5]([C:21]([NH:23][C:24]2[CH:25]=[C:26]([C:36]([F:39])([F:38])[F:37])[CH:27]=[C:28]([N:30]3[CH:34]=[N:33][C:32]([CH3:35])=[CH:31]3)[CH:29]=2)=[O:22])=[CH:6][C:7]=1[NH:8][C:9]1[N:10]=[CH:11][CH:12]=[C:13]([C:15]2[CH:16]=[CH:17][CH:18]=[N:19][CH:20]=2)[N:14]=1.CC(OC)(C)C.[C:46]([OH:53])(=[O:52])/[CH:47]=[CH:48]\[C:49]([OH:51])=[O:50]>CCO>[CH3:1][C:2]1[CH:3]=[CH:4][C:5]([C:21]([NH:23][C:24]2[CH:25]=[C:26]([C:36]([F:38])([F:39])[F:37])[CH:27]=[C:28]([N:30]3[CH:34]=[N:33][C:32]([CH3:35])=[CH:31]3)[CH:29]=2)=[O:22])=[CH:6][C:7]=1[NH:8][C:9]1[N:10]=[CH:11][CH:12]=[C:13]([C:15]2[CH:16]=[CH:17][CH:18]=[N:19][CH:20]=2)[N:14]=1.[C:46]([O-:53])(=[O:52])/[CH:47]=[CH:48]\[C:49]([O-:51])=[O:50] |f:4.5|. Procedure: Nilotinib base form A (4.00 g, 7.55 mmol) was stirred with EtOH abs (40 mL, 10V) and the suspension was heated to 80° C. Stirring was continued at the same temperature for 30 min. To the stirred suspension was added a solution of maleic acid (0.96 g, 8.31 mol. 1.1 eq) in EtOH abs (10 mL, 2.5V) in one portion. The resulting mixture was stirred at 80° C. for 1 h and then cooled to room temperature and stirred for another 6 h. The solids were isolated by filtration to give Nilotinib maleate form V.... Starting materials: ClC1=CC2=C(N=CN=C2NC2=CC=C(C=C2)S(=O)(=O)C2=CC=CC=C2)C=N1 (6-chloro-4-(4-phenylsulphonylanilino)-pyrido[3,4-d]pyrimidine), CN(CCNC)C (N,N,N′-trimethylethylenediamine). The product is CN(CCN(C)C)C1=CC2=C(N=CN=C2NC2=CC=C(C=C2)S(=O)(=O)C2=CC=CC=C2)C=N1 (6-[N-Methyl-N-(2-dimethylaminoethyl)amino]-4-(4-phenylsulphonylanilino)-pyrido[3,4-d]pyrimidine). Reaction SMILES: Cl[C:2]1[N:27]=[CH:26][C:5]2[N:6]=[CH:7][N:8]=[C:9]([NH:10][C:11]3[CH:16]=[CH:15][C:14]([S:17]([C:20]4[CH:25]=[CH:24][CH:23]=[CH:22][CH:21]=4)(=[O:19])=[O:18])=[CH:13][CH:12]=3)[C:4]=2[CH:3]=1.[CH3:28][N:29]([CH3:34])[CH2:30][CH2:31][NH:32][CH3:33]>>[CH3:33][N:32]([C:2]1[N:27]=[CH:26][C:5]2[N:6]=[CH:7][N:8]=[C:9]([NH:10][C:11]3[CH:16]=[CH:15][C:14]([S:17]([C:20]4[CH:25]=[CH:24][CH:23]=[CH:22][CH:21]=4)(=[O:19])=[O:18])=[CH:13][CH:12]=3)[C:4]=2[CH:3]=1)[CH2:31][CH2:30][N:29]([CH3:34])[CH3:28]. Reported procedure: Prepared according to Procedure C from 6-chloro-4-(4-phenylsulphonylanilino)-pyrido[3,4-d]pyrimidine and N,N,N′-trimethylethylenediamine; δH (CDCl3) 8.92 (1H,s), 8.69 (1H,s), 8.49 (1H,s), 7.80-8.05 (6H,m), 7.38-7.60 (3H,m), 6.79 (1H,s), 3.68 (2H,t), 3.42 (3H,s), 2.51 (1H,t), 2.29 (6H,s); m/z (M+1)+463. The reactants are ClC=1C=CC2=C(NC(C3=C(N2)C=CC=C3)=O)C1 (8-Chloro-5,10-dihydro-dibenzo[b,e][1,4]diazepine-11-one), C[C@@H]1NC[C@H](NC1)C (trans-2,5-dimethylpiperazine). The product is ClC=1C=CC2=C(N=C(C3=C(N2)C=CC=C3)N3[C@H](CN[C@@H](C3)C)C)C1 (8-Chloro-11-(trans-2,5-dimethyl-piperazin-1-yl)-5H-dibenzo[b,e][1,4]diazepine). Yield: 5.6%. RXN SMILES: [Cl:1][C:2]1[CH:3]=[CH:4][C:5]2[NH:11][C:10]3[CH:12]=[CH:13][CH:14]=[CH:15][C:9]=3[C:8](=O)[NH:7][C:6]=2[CH:17]=1.[CH3:18][C@H:19]1[CH2:24][NH:23][C@H:22]([CH3:25])[CH2:21][NH:20]1>>[Cl:1][C:2]1[CH:3]=[CH:4][C:5]2[NH:11][C:10]3[CH:12]=[CH:13][CH:14]=[CH:15][C:9]=3[C:8]([N:20]3[CH2:21][C@@H:22]([CH3:25])[NH:23][CH2:24][C@@H:19]3[CH3:18])=[N:7][C:6]=2[CH:17]=1. Procedure details: 8-Chloro-5,10-dihydro-dibenzo[b,e][1,4]diazepine-11-one (25 mg, 0.1 mmol) and trans-2,5-dimethylpiperazine (114 mg, 1.0 mmol) were reacted according to GP4 to give 1.9 mg of the title compound (160FE33A). MS (ESI) 341 (MH+). Purity for MH+ (UV/MS) 100/82. Starting materials: Example 1, FC1=CC=C(C=C2CC(=O)NCCC2)C=C1 (3-(p-fluorobenzylidene)caprolactam), CO (Methanol). Reagents/catalysts: [Ir] (iridium). Run in ClCCl (dichloromethane). Product: FC1=CC=C(CC2CC(=O)NCCC2)C=C1 (3-(p-fluorobenzyl)caprolactam). The yield is 94.5%. As a reaction SMILES: [F:1][C:2]1[CH:16]=[CH:15][C:5]([CH:6]=[C:7]2[CH2:14][CH2:13][CH2:12][NH:11][C:9](=[O:10])[CH2:8]2)=[CH:4][CH:3]=1.CO>[Ir].ClCCl>[F:1][C:2]1[CH:3]=[CH:4][C:5]([CH2:6][CH:7]2[CH2:14][CH2:13][CH2:12][NH:11][C:9](=[O:10])[CH2:8]2)=[CH:15][CH:16]=1. Procedure: This example describes the preparation of I where n=3 and R1=p-fluorophenyl. In a nitrogen-filled glove box, a Fisher-Porter tube was charged with iridium catalyst prepared as in Example 1 (10 mg, 0.012 mmol) and 3-(p-fluorobenzylidene)caprolactam (250 mg, 1.1 mmol). Methanol (3 mL) and dichloromethane (3 mL) were added and the system was flushed 4 times with hydrogen and pressured to 60 psi (0.5 MPa) H2. After 18 h the reaction mixture was filtered through a short pad of silica. The solvent was... Reactants: BrC1=CC=C(CBr)C=C1 (p-bromobenzylbromide), CC(C(=O)OCC)C(=O)OCC (diethyl methylmalonate), [Na] (sodium). The solvent is alcohol, C(C)O (ethanol), C(C)O (ethanol). Reaction conditions: time 3 day. The product is BrC1=CC=C(C=C1)CC(C(=O)OCC)C(=O)OCC (diethyl (4-bromophenyl)methylmalonate). Yield: 91.7%. RXN SMILES: [CH3:1][CH:2]([C:8]([O:10][CH2:11][CH3:12])=[O:9])[C:3]([O:5][CH2:6][CH3:7])=[O:4].[Na].[Br:14][C:15]1[CH:22]=[CH:21][C:18](CBr)=[CH:17][CH:16]=1>C(O)C>[Br:14][C:15]1[CH:22]=[CH:21][C:18]([CH2:1][CH:2]([C:3]([O:5][CH2:6][CH3:7])=[O:4])[C:8]([O:10][CH2:11][CH3:12])=[O:9])=[CH:17][CH:16]=1 |^1:12|. Procedure details: A solution of diethyl methylmalonate (87 g) in absolute ethanol (100 ml) was added to a pre-formed solution of sodium (11.5 g) in ethanol (400 ml) under argon. A hot solution of p-bromobenzylbromide (125 g) in absolute alcohol (200 ml) was added rapidly with vigorous stirring, which was continued for 3 days and the solid so formed was removed by filtration. The filtrate was evaporated and the residue dissolved in ethyl acetate (1 l), washed with brine (250 ml), dried (MgSO4) and evaporated. The ... Starting materials: [H][H] (hydrogen), 192.8, C(C)C(N(CC1=CC=CC=C1)CCC(=O)OCC)CC(=O)O (ethyl N-[2(ethoxycarbonyl)-ethyl]-N-(phenylmethyl)-β-alanine), Cl (hydrochloric acid). Reagents/catalysts: [Pd] (palladium-on-charcoal). The solvent is C(C)O (ethanol). Product: Cl.C(C)N(CCC(=O)O)CCC(=O)OCC (ethyl N-[2-(ethoxycarbonyl)ethyl]-β-alanine hydrochloride). As a reaction SMILES: C([CH:3]([CH2:19][C:20]([OH:22])=[O:21])[N:4]([CH2:12][CH2:13][C:14]([O:16][CH2:17][CH3:18])=[O:15])[CH2:5][C:6]1C=CC=CC=1)C.[ClH:23].[H][H]>[Pd].C(O)C>[ClH:23].[CH2:5]([N:4]([CH2:12][CH2:13][C:14]([O:16][CH2:17][CH3:18])=[O:15])[CH2:3][CH2:19][C:20]([OH:22])=[O:21])[CH3:6] |f:5.6|. Procedure details: A mixture of 192.8 parts of ethyl N-[2(ethoxycarbonyl)-ethyl]-N-(phenylmethyl)-β-alanine and 280 parts of absolute ethanol is stirred in an hydrogenation vessel. Then there are added 45 parts of hydrochloric acid solution. After cooling, 10 parts of palladium-on-charcoal catalyst 5% are added and the whole is shaken at room temperature while one equivalent of hydrogen is taken up. The catalyst is filtered off and the filtrate is evaporated, yielding ethyl N-[2-(ethoxycarbonyl)ethyl]-β-alanine hy... Solvent: O1CCCC1 (tetrahydrofuran), O1CCCC1 (tetrahydrofuran). Reported procedure: A solution of 6-chloro-5-fluoro-3-(2-nitro-propenyl)-1H-indole (5.0 g, 19.63 mmol) in tetrahydrofuran (10 mL) was added to the suspension of lithium aluminium hydride (2.92 g, 78.54 mmol) in tetrahydrofuran (20 mL) at 0° C. and then refluxed for 3 hours. The reaction mixture was cooled to 0° C., and quenched according to the Fischer method. The reaction mixture was filtered through celite and the filtrate concentrated to give 2-(6-chloro-5-fluoro-1H-indol-3-yl-1-methyl-ethylamine (4.7 g crude) a... RXN SMILES: [Cl:1][C:2]1[CH:10]=[C:9]2[C:5]([C:6](C=C([N+]([O-])=O)C)=[CH:7][NH:8]2)=[CH:4][C:3]=1[F:17].[H-].[Al+3].[Li+].[H-].[H-].[H-]>O1CCCC1>[Cl:1][C:2]1[CH:10]=[C:9]2[C:5]([C:6]([NH:8][CH:9]([CH3:10])[CH3:5])=[CH:7][NH:8]2)=[CH:4][C:3]=1[F:17] |f:1.2.3.4.5.6|. Run at temperature 0 celsius. The product is ClC1=C(C=C2C(=CNC2=C1)NC(C)C)F (6-chloro-5-fluoro-1H-indol-3-yl-1-methyl-ethylamine). Starting materials: ClC1=C(C=C2C(=CNC2=C1)C=C(C)[N+](=O)[O-])F (6-chloro-5-fluoro-3-(2-nitro-propenyl)-1H-indole), [H-].[Al+3].[Li+].[H-].[H-].[H-] (lithium aluminium hydride). Yield: 211.3%.